This data is from the Open Reaction Database (ORD), a public repository of structured organic reaction records. The task is: describe an organic reaction: reactants, conditions, products, and yield The reactants are Cl.NCC(CO)C1=CC=CC2=CC=C(C=C12)OC (3-Amino-2-(7-methoxy-1-naphthyl)-1-propanol hydrochloride), C([O-])([O-])=O.[K+].[K+] (Potassium carbonate), [Cl-].C(CC)O (Propanol chloride). Solvent: mixture, O (water), C(C)(=O)OCC (ethyl acetate). Conditions: temperature 0 celsius, time 15 minute. Product: OCC(CNC(CC)=O)C1=CC=CC2=CC=C(C=C12)OC (N-[3-Hydroxy-2-(7-methoxy-1-naphthyl)propyl]propanamide). RXN SMILES: Cl.[NH2:2][CH2:3][CH:4]([C:7]1[C:16]2[C:11](=[CH:12][CH:13]=[C:14]([O:17][CH3:18])[CH:15]=2)[CH:10]=[CH:9][CH:8]=1)[CH2:5][OH:6].C(=O)([O-])[O-].[K+].[K+].[Cl-].[CH2:26]([OH:29])[CH2:27][CH3:28]>O.C(OCC)(=O)C>[OH:6][CH2:5][CH:4]([C:7]1[C:16]2[C:11](=[CH:12][CH:13]=[C:14]([O:17][CH3:18])[CH:15]=2)[CH:10]=[CH:9][CH:8]=1)[CH2:3][NH:2][C:26](=[O:29])[CH2:27][CH3:28] |f:0.1,2.3.4,5.6|. Procedure: The compound obtained in Step B (3.73 mmol) is dissolved in 100 ml of a mixture of water and ethyl acetate (50/50). Potassium carbonate (11.2 mmol) is added and the reaction mixture is cooled to 0° C. Using an ice bath. Propanol chloride (4.6 mmol) is added dropwise and the mixture is stirred for 15 minutes in the cold state. When the reaction is complete, the organic phase is washed with hydrochloric acid solution (1M), washed with water, dried and evaporated under reduced pressure. The solutio... The reactants are C=CCOc1cc(OCOC)c(C(C)C)cc1C(=O)OC, CO, Cl. Product: C=CCOc1cc(O)c(C(C)C)cc1C(=O)OC. RXN SMILES: [CH2:2]([CH:3]=[CH2:4])[O:5][c:6]1[c:7]([C:8](=[O:9])[O:10][CH3:11])[cH:12][c:13]([CH:20]([CH3:21])[CH3:22])[c:14]([O:16][CH2:17][O:18][CH3:19])[cH:15]1.[CH3:23][OH:24].[ClH:1]>>[CH2:2]([CH:3]=[CH2:4])[O:5][c:6]1[c:7]([C:8](=[O:9])[O:10][CH3:11])[cH:12][c:13]([CH:20]([CH3:21])[CH3:22])[c:14]([OH:16])[cH:15]1. The reactants are N1CCC(CC1)NC(OCC1=CC=CC=C1)=O (Benzyl piperidin-4-ylcarbamate), CC1=NC=C(C(=O)O)C=C1 (6-methylnicotinic acid), C1=CC2=C(N=C1)N(N=N2)O (HOAt), CCN=C=NCCCN(C)C.Cl (WSC.HCl), C(O)([O-])=O.[Na+] (sodium hydrogencarbonate). RXN SMILES: [NH:1]1[CH2:6][CH2:5][CH:4]([NH:7]C(=O)OCC2C=CC=CC=2)[CH2:3][CH2:2]1.[CH3:18][C:19]1[CH:27]=[CH:26][C:22]([C:23](O)=[O:24])=[CH:21][N:20]=1.C1C=NC2N(O)N=NC=2C=1.CCN=C=NCCCN(C)C.Cl.C(=O)([O-])O.[Na+]>ClCCl.C(N(CC)CC)C>[NH2:7][CH:4]1[CH2:3][CH2:2][N:1]([C:23]([C:22]2[CH:21]=[N:20][C:19]([CH3:18])=[CH:27][CH:26]=2)=[O:24])[CH2:6][CH2:5]1 |f:3.4,5.6|. Yield: 81.2%. Procedure details: Triethylamine (14 mL; WAKO) was added to a dichloromethane (98 mL) solution of Benzyl piperidin-4-ylcarbamate (5.33 g), 6-methylnicotinic acid (which may be referred to as sco100; 4.0 g; Ald), HOAt (4.0 g; Wata) and WSC.HCl (5.7 g; Wata) and the resulting mixture was stirred overnight at room temperature. Saturated sodium hydrogencarbonate solution (50 mL) was added to the reaction mixture solution, the resulting mixture was extracted, the organic layer was dried, the solvent was evaporated unde... The product is NC1CCN(CC1)C(=O)C=1C=NC(=CC1)C ((4-aminopiperidin-1-yl)(6-methylpyridin-3-yl)methanone). Run in ClCCl (dichloromethane), C(C)N(CC)CC (Triethylamine). Conditions: time 8 hour. The reactants are ClC=1C=C(C=CC1)C1(CCN(CC1)C(=O)OC(C)(C)C)CO (tert-butyl 4-(3-chlorophenyl)-4-(hydroxymethyl)piperidine-1-carboxylate), OCC1(CCN(CC1)C(=O)OC(C)(C)C)C1=CC(=CC=C1)C(F)(F)F (tert-butyl 4-(hydroxymethyl)-4-(3-(trifluoromethyl)phenyl)piperidine-1-carboxylate). The product is C(C1=CC=CC=C1)N1CCC(CC1)(C=O)C1=CC(=CC=C1)C(F)(F)F (1-benzyl-4-(3-(trifluoromethyl)phenyl)piperidine-4-carbaldehyde). As a reaction SMILES: Cl[C:2]1[CH:3]=[C:4](C2(CO)CCN(C(OC(C)(C)C)=O)CC2)[CH:5]=[CH:6][CH:7]=1.[OH:23][CH2:24][C:25]1([C:38]2[CH:43]=[CH:42][CH:41]=[C:40]([C:44]([F:47])([F:46])[F:45])[CH:39]=2)[CH2:30][CH2:29][N:28]([C:31](OC(C)(C)C)=O)[CH2:27][CH2:26]1>>[CH2:31]([N:28]1[CH2:29][CH2:30][C:25]([C:38]2[CH:43]=[CH:42][CH:41]=[C:40]([C:44]([F:46])([F:45])[F:47])[CH:39]=2)([CH:24]=[O:23])[CH2:26][CH2:27]1)[C:2]1[CH:3]=[CH:4][CH:5]=[CH:6][CH:7]=1. Reported procedure: Using standard Swern oxidation reaction conditions (see step (v)/Example 80 or step (iii)/Example 81), tert-butyl 4-(hydroxymethyl)-4-(3-(trifluoromethyl)phenyl)piperidine-1-carboxylate (1.2 mmol, 0.43 g) was oxidized to give 1-benzyl-4-(3-(trifluoromethyl)phenyl)piperidine-4-carbaldehyde which was used in the next step without further purification. Starting materials: N1=CC=CC=C1 (pyridine), C(Cl)Cl (methylene chloride), S(=O)(Cl)Cl (Thionyl chloride), C(Cl)Cl (methylene chloride). Reaction conditions: temperature 50 celsius. The product is C(CCCCCCCCC=C)Cl (undecylenyl chloride). Reaction SMILES: N1[CH:6]=[CH:5][CH:4]=[CH:3][CH:2]=1.S(Cl)(Cl)=O.[CH2:11]([Cl:13])Cl>>[CH2:11]([Cl:13])[CH2:2][CH2:3][CH2:4][CH2:5][CH2:6][CH2:6][CH2:5][CH2:4][CH:3]=[CH2:2]. Reported procedure: A one liter, three necked flask equipped with mechanical stirrer, reflux condenser, argon inlet and addition funnel was heated in an oil bath at 50° C. To the flask was added methylene chloride (400 milliliters), undecylenol (100 grams) and pyridine (55.7 grams). Thionyl chloride (78.9 grams) in methylene chloride (100 milliliters) was added dropwise under reflux over five hours. The mixture was filtered, the solvent was removed from the filtrate using a rotary evaporator, and the resultant oil ... RXN SMILES: Cl.[NH2:2]O.[F:4][C:5]1[CH:12]=[CH:11][C:10]([CH3:13])=[C:9]([Cl:14])[C:6]=1[CH:7]=O.C(OC(=O)C)(=O)C>N1C=CC=CC=1>[F:4][C:5]1[CH:12]=[CH:11][C:10]([CH3:13])=[C:9]([Cl:14])[C:6]=1[C:7]#[N:2] |f:0.1|. Solvent: N1=CC=CC=C1 (pyridine). Run at time 15 minute. The reactants are oxime, nitrile, Cl.NO (Hydroxylamine hydrochloride), FC1=C(C=O)C(=C(C=C1)C)Cl (2-fluoro-5-methyl-6-chlorobenzaldehyde), C(C)(=O)OC(C)=O (Acetic anhydride). Procedure: Hydroxylamine hydrochloride (1.1 parts) is added to a solution of 2-fluoro-5-methyl-6-chlorobenzaldehyde in pyridine, and the mixture is stirred for 15 minutes at room temperature. Acetic anhydride (1.3 parts) is then added and the mixture stirred at ambient temperature overnight to effect complete dehydration of the oxime to the nitrile. Most of the pyridine is removed by concentration under vacuum, then the residue is partitioned between ether and water. The organic phase is washed with brine,... Yields the product FC1=C(C#N)C(=C(C=C1)C)Cl (2-fluoro-5-methyl-6-chlorobenzonitrile).